Task: describe an organic reaction: reactants, conditions, products, and yield. Dataset: the Open Reaction Database (ORD), a public repository of structured organic reaction records Reaction SMILES: [Br:17][C:18]([CH:19]=[O:20])([CH3:21])[CH3:22].[C:1](=[O:2])([O-:3])[O-:4].[CH2:29]1[O:30][CH2:31][CH2:32][CH2:33]1.[CH3:23][CH2:24][CH2:25][CH2:26][CH2:27][CH3:28].[Cl:7][c:8]1[cH:9][c:10]([C:15]#[N:16])[c:11]([OH:14])[cH:12][cH:13]1.[K+:5].[K+:6]>>[Cl:7][c:8]1[cH:9][c:10]([C:15]#[N:16])[c:11]([O:14][C:18]([CH:19]=[O:20])([CH3:21])[CH3:22])[cH:12][cH:13]1. Reactants: CC(C)(Br)C=O, O=C([O-])[O-], C1CCOC1, CCCCCC, N#Cc1cc(Cl)ccc1O, [K+], [K+]. Product: CC(C)(C=O)Oc1ccc(Cl)cc1C#N. Starting materials: CO, ClCCl, O=C(Cl)c1cc(Cl)ccc1F. Yields the product COC(=O)c1cc(Cl)ccc1F. RXN SMILES: [CH3:1][OH:2].[Cl:14][CH2:15][Cl:16].[Cl:3][c:4]1[cH:5][cH:6][c:7]([F:13])[c:8]([C:9](=[O:10])[Cl:11])[cH:12]1>>[CH3:1][O:2][C:9]([c:8]1[c:7]([F:13])[cH:6][cH:5][c:4]([Cl:3])[cH:12]1)=[O:10]. The reactants are CC(C)CCC[C@@H](C)[C@H]1CC[C@H]2[C@@H]3CC=C4C[C@H](CC[C@]4(C)[C@H]3CC[C@]12C)O.S=C1C(C(C(=O)[O-])=CC=C1)=S (5-Cholesten-3β-ol dithionobenzoate), COC1=CC=C(C=C1)[Te](=O)C1=CC=C(C=C1)OC (bis-(p-methoxyphenyl)-telluroxide). Product: CC(C)CCC[C@@H](C)[C@H]1CC[C@H]2[C@@H]3CC=C4C[C@H](CC[C@]4(C)[C@H]3CC[C@]12C)S.C(C1=CC=CC=C1)(=O)[O-] (5-Cholesten-3β-thiol benzoate). Isolated yield 67.2%. As a reaction SMILES: [CH3:1][CH:2]([CH2:4][CH2:5][CH2:6][C@H:7]([C@@H:9]1[C@:26]2([CH3:27])[C@H:12]([C@H:13]3[C@H:23]([CH2:24][CH2:25]2)[C@:21]2([CH3:22])[C:16]([CH2:17][C@@H:18](O)[CH2:19][CH2:20]2)=[CH:15][CH2:14]3)[CH2:11][CH2:10]1)[CH3:8])[CH3:3].[S:29]=[C:30]1[CH:38]=[CH:37][CH:36]=[C:32]([C:33]([O-:35])=[O:34])[C:31]1=S.COC1C=CC([Te](C2C=CC(OC)=CC=2)=O)=CC=1>>[CH3:1][CH:2]([CH2:4][CH2:5][CH2:6][C@H:7]([C@@H:9]1[C@:26]2([CH3:27])[C@H:12]([C@H:13]3[C@H:23]([CH2:24][CH2:25]2)[C@:21]2([CH3:22])[C:16]([CH2:17][C@@H:18]([SH:29])[CH2:19][CH2:20]2)=[CH:15][CH2:14]3)[CH2:11][CH2:10]1)[CH3:8])[CH3:3].[C:33]([O-:35])(=[O:34])[C:32]1[CH:36]=[CH:37][CH:38]=[CH:30][CH:31]=1 |f:0.1,3.4|. Reported procedure: 5-Cholesten-3β-ol-dithionobenzoate (130 mg, 0.25 mmol) was reacted with bis-(p-methoxyphenyl)-telluroxide for 27 h. 5-Cholesten-3β-thiol-benzoate (88 mg, 70%), m.p. 160°-162° was obtained after p.l.c. (petroleum ether-ethyl acetate 20:1). The product obtained was recrystallised from ethyl acetate (65 mg, 52%), m.p. 164.5-166 (lit., 167°), νmax. (CCl4) 2800,2750,1670,1550,1250,1210,1180,920,865,810-740 (broad) and 700 cm-1, m/e 506 (M+ weak), 369, and 368 (100%). The reactants are C1(CCCCC1)N=C=NC1CCCCC1 (dicyclohexylcarbodiimide), N1CCOCC1 (morpholine), C(C1=CC=CC=C1)(=O)CCC(=O)O (β-benzoyl-propionic acid). Solvent: O1CCCC1 (tetrahydrofuran). The product is N1(CCOCC1)NC(CCC(C1=CC=CC=C1)=O)=O (N-morpholinyl-β-benzoyl-propionamide). The yield is 74.3%. Reaction SMILES: [C:1]([CH2:9][CH2:10][C:11]([OH:13])=O)(=[O:8])[C:2]1[CH:7]=[CH:6][CH:5]=[CH:4][CH:3]=1.C1([N:20]=C=NC2CCCCC2)CCCCC1.[NH:29]1[CH2:34][CH2:33][O:32][CH2:31][CH2:30]1>O1CCCC1>[N:29]1([NH:20][C:11](=[O:13])[CH2:10][CH2:9][C:1](=[O:8])[C:2]2[CH:3]=[CH:4][CH:5]=[CH:6][CH:7]=2)[CH2:34][CH2:33][O:32][CH2:31][CH2:30]1. Procedure details: A solution is prepared containing 17.8 grams (0.1 mole) β-benzoyl-propionic acid in 500 ml of anhydrous tetrahydrofuran. There are then added 20.7 grams (0.1 mole) dicyclohexylcarbodiimide and 9.8 grams (0.2 mole) morpholine. The reactants are reacted at reflux for 30 hrs. The reaction mixture is allowed to cool. The cooled mixture is filtered and the filtrate is concentrated to about one-fifth its initial volume. After vacuum drying, there are obtained 19.5 grams of crystalline N-morpholinyl-β-... Starting materials: O[C@H]1[C@@H]2[C@H](OC1)[C@@H](CO2)OC=2NC=1C(=NC(=C(C1COCC[Si](C)(C)C)Cl)C1=CC=C(C=C1)C1=CC=C(C#N)C=C1)N2 (4-[4-[2-[[(3R,3aR,6R,6aR)-3-hydroxy-2,3,3a,5,6,6a-hexahydrofuro[3,2-b]furan-6-yl]oxy]-6-chloro-(2-trimethylsilylethoxymethyl)imidazo[4,5-b]pyridin-5-yl]phenyl]benzonitrile), C(=O)O (formic acid), OS(=O)(=O)[O-].[K+] (KHSO4), [OH-].[Na+] (NaOH). Solvent: C1CCOC1 (THF). Run at temperature 40 celsius, time 6.5 hour. The product is O[C@H]1[C@@H]2[C@H](OC1)[C@@H](CO2)OC=2NC=1C(=NC(=C(C1)Cl)C1=CC=C(C=C1)C1=CC=C(C#N)C=C1)N2 (4-[4-[2-[[(3R,3aR,6R,6aR)-3-hydroxy-2,3,3a,5,6,6a-hexahydrofuro[3,2-b]furan-6-yl]oxy]-6-chloro-1H-imidazo[4,5-b]pyridin-5-yl]phenyl]benzonitrile). Reaction SMILES: [OH:1][C@@H:2]1[CH2:6][O:5][C@@H:4]2[C@H:7]([O:10][C:11]3[NH:12][C:13]4[C:14]([N:42]=3)=[N:15][C:16]([C:28]3[CH:33]=[CH:32][C:31]([C:34]5[CH:41]=[CH:40][C:37]([C:38]#[N:39])=[CH:36][CH:35]=5)=[CH:30][CH:29]=3)=[C:17]([Cl:27])[C:18]=4COCC[Si](C)(C)C)[CH2:8][O:9][C@H:3]12.C(O)=O.OS([O-])(=O)=O.[K+].[OH-].[Na+]>C1COCC1>[OH:1][C@@H:2]1[CH2:6][O:5][C@@H:4]2[C@H:7]([O:10][C:11]3[NH:12][C:13]4[C:14]([N:42]=3)=[N:15][C:16]([C:28]3[CH:29]=[CH:30][C:31]([C:34]5[CH:41]=[CH:40][C:37]([C:38]#[N:39])=[CH:36][CH:35]=5)=[CH:32][CH:33]=3)=[C:17]([Cl:27])[CH:18]=4)[CH2:8][O:9][C@H:3]12 |f:2.3,4.5|. Procedure details: A mixture of 4-[4-[2-[[(3R,3aR,6R,6aR)-3-hydroxy-2,3,3a,5,6,6a-hexahydrofuro[3,2-b]furan-6-yl]oxy]-6-chloro-(2-trimethylsilylethoxymethyl)imidazo[4,5-b]pyridin-5-yl]phenyl]benzonitrile (49.4 mg, 0.082 mmol), formic acid (1.0 mL, 26.1 mmol), and saturated aqueous KHSO4 (0.06 mL) was heated to 40° C. with stirring. After 6.5 hours, the reaction mixture was cooled to room temperature and placed in the refrigerator overnight, and then cooled to 0° C. in an ice bath. The pH was adjusted to pH 14 thro... The reactants are CC(Cl)c1cccnc1, N#Cc1cccc(OCCCN)c1. The reagents and catalysts are O=C([O-])[O-].[Cs+].[Cs+] (cesium carbonate), [I-].[K+] (potassium iodide). Run in CN(C)C=O (DMF), CN(C)C=O (dmf), CN(C)C=O (DMF). Run at temperature 70 celsius, time 16 hour. The product is CC(NCCCOc1cccc(C#N)c1)c1cccnc1.